Dataset: the Open Reaction Database (ORD), a public repository of structured organic reaction records. Task: describe an organic reaction: reactants, conditions, products, and yield Starting materials: C(=O)(O)CC1COC2=C1C(=CC=C2OC)C(=O)NC2=C(C=NC=C2Cl)Cl ((±)-3-Carboxymethyl-4-(3,5-dichloro-4-pyridylaminocarbonyl)-7-methoxy-2,3-dihydrobenzofuran), NC1=CC=CC=C1 (aniline). Product: ClC=1C=NC=C(C1NC(=O)C1=CC=C(C2=C1C(CO2)CC(=O)NC2=CC=CC=C2)OC)Cl ((±)-4-[(3,5-Dichloro-4-pyridyl)aminocarbonyl]-7-methoxy-3-(phenylaminocarbonyl)methyl-2,3-dihydrobenzofuran). The yield is 42.0%. Reaction SMILES: [C:1]([CH2:4][CH:5]1[C:9]2[C:10]([C:16]([NH:18][C:19]3[C:24]([Cl:25])=[CH:23][N:22]=[CH:21][C:20]=3[Cl:26])=[O:17])=[CH:11][CH:12]=[C:13]([O:14][CH3:15])[C:8]=2[O:7][CH2:6]1)(O)=[O:2].[NH2:27][C:28]1[CH:33]=[CH:32][CH:31]=[CH:30][CH:29]=1>>[Cl:26][C:20]1[CH:21]=[N:22][CH:23]=[C:24]([Cl:25])[C:19]=1[NH:18][C:16]([C:10]1[C:9]2[CH:5]([CH2:4][C:1]([NH:27][C:28]3[CH:33]=[CH:32][CH:31]=[CH:30][CH:29]=3)=[O:2])[CH2:6][O:7][C:8]=2[C:13]([O:14][CH3:15])=[CH:12][CH:11]=1)=[O:17]. Procedure details: Substantially the same procedure as in Example 13 was repeated using Compound 9 (0.20 g) obtained in Example 9 and aniline to give Compound 27 (0.10 g, 42%) as a white solid.